This data is from the Open Reaction Database (ORD), a public repository of structured organic reaction records. The task is: describe an organic reaction: reactants, conditions, products, and yield The reactants are C(C)OC(CCCNC(=O)C1=NC(=CC=C1)\C=C\C(CCCCCCCC)O)=O (4-{6-[(1E)-(3RS)-3-hydroxy-1-undecenyl]-2-pyridylcarbonylamino}-butyric acid ethyl ester), 1, [OH-].[Na+] (sodium hydroxide). Solvent: CO (methanol). Product: OC(/C=C/C1=CC=CC(=N1)C(=O)NCCCC(=O)O)CCCCCCCC (4-{6-[(1E)-(3RS)-3-Hydroxy-1-undecenyl]-2-pyridylcarbonylamino}-butyric acid). Yield: 62.7%. Reaction SMILES: C([O:3][C:4](=[O:29])[CH2:5][CH2:6][CH2:7][NH:8][C:9]([C:11]1[CH:16]=[CH:15][CH:14]=[C:13](/[CH:17]=[CH:18]/[CH:19]([OH:28])[CH2:20][CH2:21][CH2:22][CH2:23][CH2:24][CH2:25][CH2:26][CH3:27])[N:12]=1)=[O:10])C.[OH-].[Na+]>CO>[OH:28][CH:19]([CH2:20][CH2:21][CH2:22][CH2:23][CH2:24][CH2:25][CH2:26][CH3:27])/[CH:18]=[CH:17]/[C:13]1[N:12]=[C:11]([C:9]([NH:8][CH2:7][CH2:6][CH2:5][C:4]([OH:29])=[O:3])=[O:10])[CH:16]=[CH:15][CH:14]=1 |f:1.2|. Procedure: Under the conditions of example 2, 60 mg of 4-{6-[(1E)-(3RS)-3-hydroxy-1-undecenyl]-2-pyridylcarbonylamino}-butyric acid ethyl ester in 1.5 ml of methanol is saponified with 1.5 ml of 1 n sodium hydroxide solution and worked up. 35 mg of the title compound is obtained as colorless oil. The reactants are CCCCCn1c(=NN)[nH]c(=O)c2[nH]cnc21, CCO, O=Cc1ccccc1. As a reaction SMILES: [CH2:1]([CH2:2][CH2:3][CH2:4][CH3:5])[n:6]1[c:7](=[N:16][NH2:17])[nH:8][c:9](=[O:15])[c:10]2[nH:11][cH:12][n:13][c:14]12.[CH3:26][CH2:27][OH:28].[CH:18](=[O:19])[c:20]1[cH:21][cH:22][cH:23][cH:24][cH:25]1>>[CH2:1]([CH2:2][CH2:3][CH2:4][CH3:5])[n:6]1[c:7](=[N:16][N:17]=[CH:18][c:20]2[cH:21][cH:22][cH:23][cH:24][cH:25]2)[nH:8][c:9](=[O:15])[c:10]2[nH:11][cH:12][n:13][c:14]12. The product is CCCCCn1c(=NN=Cc2ccccc2)[nH]c(=O)c2[nH]cnc21. Reactants: COc1cc(Cl)nnc1Oc1ccccc1C(C)(C)C, [Li]CCCC, CCCCCC, C[Si](C)(C)Cl, [Cl-], [NH4+], C1CCOC1. Product: COc1c(Oc2ccccc2C(C)(C)C)nnc(Cl)c1[Si](C)(C)C. As a reaction SMILES: [C:1]([CH3:2])([CH3:3])([CH3:4])[c:5]1[c:6]([O:7][c:8]2[n:9][n:10][c:11]([Cl:16])[cH:12][c:13]2[O:14][CH3:15])[cH:17][cH:18][cH:19][cH:20]1.[CH2:27]([Li:28])[CH2:29][CH2:30][CH3:31].[CH3:21][CH2:22][CH2:23][CH2:24][CH2:25][CH3:26].[CH3:32][Si:33]([CH3:34])([CH3:35])[Cl:36].[Cl-:37].[NH4+:38].[O:39]1[CH2:40][CH2:41][CH2:42][CH2:43]1>>[C:1]([CH3:2])([CH3:3])([CH3:4])[c:5]1[c:6]([O:7][c:8]2[n:9][n:10][c:11]([Cl:16])[c:12]([Si:33]([CH3:32])([CH3:34])[CH3:35])[c:13]2[O:14][CH3:15])[cH:17][cH:18][cH:19][cH:20]1. The reactants are S(=O)(=O)(C1=CC=C(C)C=C1)OC[C@@H]1[C@H](C[C@@H](O1)N1C(=O)NC(=O)C(C)=C1)O (thymidine tosylate), [I-].[Na+] (sodium iodide). Solvent: CC(=O)C (acetone). Yields the product IC[C@@H]1[C@H](C[C@@H](O1)N1C(=O)NC(=O)C(C)=C1)O (5'-iodo-5'-deoxythymidine). The yield is 90.0%. As a reaction SMILES: S(O[CH2:12][C@H:13]1[O:17][C@@H:16]([N:18]2[CH:26]=[C:24]([CH3:25])[C:22](=[O:23])[NH:21][C:19]2=[O:20])[CH2:15][C@@H:14]1[OH:27])(C1C=CC(C)=CC=1)(=O)=O.[I-:28].[Na+]>CC(C)=O>[I:28][CH2:12][C@H:13]1[O:17][C@@H:16]([N:18]2[CH:26]=[C:24]([CH3:25])[C:22](=[O:23])[NH:21][C:19]2=[O:20])[CH2:15][C@@H:14]1[OH:27] |f:1.2|. Reported procedure: To a stirred solution of the thymidine tosylate (10.65 g, 26.9 mmol) prepared according to the method of Example 23 in dry acetone (75 ml) was added sodium iodide (10 g, 66.7 mmol) and the mixture refluxed for 16 hours. The solvent was evaporated and diluted with ethyl acetate. The organic phase was washed with water (2×20 ml) and brine (10 ml) and dried with sodium sulfate. The title compound was crystallized from methanol as a white crystalline solid in 90-95% yield. The reactants are CO, NN, O, O=C1c2ccccc2C(=O)N1CCCc1ccncc1. Yields the product NCCCc1ccncc1. Reaction SMILES: [CH3:24][OH:25].[NH2:22][NH2:23].[OH2:21].[n:1]1[cH:2][cH:3][c:4]([CH2:7][CH2:8][CH2:9][N:10]2[C:11](=[O:12])[c:13]3[cH:14][cH:15][cH:16][cH:17][c:18]3[C:19]2=[O:20])[cH:5][cH:6]1>>[n:1]1[cH:2][cH:3][c:4]([CH2:7][CH2:8][CH2:9][NH2:10])[cH:5][cH:6]1. Starting materials: BrC=1C=C(C(=O)NC2=CC=C(C3=CC=CC=C23)OCCN2CCOCC2)C=CC1 (3-bromo-N-[4-(2-morpholin-4-yl-ethoxy)-naphthalen-1-yl]-benzamide), C([O-])([O-])=O.[Cs+].[Cs+] (cesium carbonate), N1CCCCC1 (piperidine). Reagents/catalysts: CC(C)([P](C(C)(C)C)([Pd][P](C(C)(C)C)(C(C)(C)C)C(C)(C)C)C(C)(C)C)C (bis(tri-t-butylphosphine)palladium(0)). Run in O1CCOCC1 (dioxane). Reaction conditions: time 12 hour. The product is N1(CCOCC1)CCOC1=CC=C(C2=CC=CC=C12)NC(C1=CC(=CC=C1)N1CCCCC1)=O (N-[4-(2-morpholin-4-yl-ethoxy)-naphthalen-1-yl]-3-piperidin-1-yl-benzamide). RXN SMILES: Br[C:2]1[CH:3]=[C:4]([CH:27]=[CH:28][CH:29]=1)[C:5]([NH:7][C:8]1[C:17]2[C:12](=[CH:13][CH:14]=[CH:15][CH:16]=2)[C:11]([O:18][CH2:19][CH2:20][N:21]2[CH2:26][CH2:25][O:24][CH2:23][CH2:22]2)=[CH:10][CH:9]=1)=[O:6].C(=O)([O-])[O-].[Cs+].[Cs+].[NH:36]1[CH2:41][CH2:40][CH2:39][CH2:38][CH2:37]1>O1CCOCC1.CC(C)([P](C(C)(C)C)([Pd][P](C(C)(C)C)(C(C)(C)C)C(C)(C)C)C(C)(C)C)C>[N:21]1([CH2:20][CH2:19][O:18][C:11]2[C:12]3[C:17](=[CH:16][CH:15]=[CH:14][CH:13]=3)[C:8]([NH:7][C:5](=[O:6])[C:4]3[CH:27]=[CH:28][CH:29]=[C:2]([N:36]4[CH2:41][CH2:40][CH2:39][CH2:38][CH2:37]4)[CH:3]=3)=[CH:9][CH:10]=2)[CH2:26][CH2:25][O:24][CH2:23][CH2:22]1 |f:1.2.3,^1:50,56|. Procedure details: A mixture of 3-bromo-N-[4-(2-morpholin-4-yl-ethoxy)-naphthalen-1-yl]-benzamide (200 μmol, 1 eq.), cesium carbonate (300 μmol, 1.5 eq), and piperidine (300 μmol, 1.5 eq.) is suspended in anhydrous dioxane (2 ml) in a 2-dram vial. To the heterogeneous mixture is added bis(tri-t-butylphosphine)palladium(0) (5 mg, 5 mol %). The mixture is heated and agitated for 12 hours. The mixture is cooled to room temperature, filtered and concentrated. The residue is purified using reverse phase conditions (5:9... Reactants: C(C1=CC=CC=C1)(=O)NC1=CC=C(C=C1)C1=CC=C2CN(C(C2=C1)=O)[C@H](C(=O)OC)C(C)C ((S)-Methyl 2-(6-(4-benzamidophenyl)-1-oxoisoindolin-2-yl)-3-methylbutanoate), NC1=CC=C(C=C1)C1=CC=C2CN(C(C2=C1)=O)C1CC(CCC1)C(=O)OC (Methyl 3-(6-(4-aminophenyl)-1-oxoisoindolin-2-yl)cyclohexanecarboxylate), ClC1=CC=C(C(=O)Cl)C=C1 (4-chloro benzoyl chloride). Product: ClC1=CC=C(C(=O)NC2=CC=C(C=C2)C2=CC=C3CN(C(C3=C2)=O)C2CC(CCC2)C(=O)OC)C=C1 (Methyl 3-(6-(4-(4-chlorobenzamido)phenyl)-1-oxoisoindolin-2-yl)cyclohexane carboxylate). Yield: 93.0%. Reaction SMILES: C(NC1C=CC(C2C=C3C(CN([C@@H](C(C)C)C(OC)=O)C3=O)=CC=2)=CC=1)(=O)C1C=CC=CC=1.[NH2:34][C:35]1[CH:40]=[CH:39][C:38]([C:41]2[CH:49]=[C:48]3[C:44]([CH2:45][N:46]([CH:51]4[CH2:56][CH2:55][CH2:54][CH:53]([C:57]([O:59][CH3:60])=[O:58])[CH2:52]4)[C:47]3=[O:50])=[CH:43][CH:42]=2)=[CH:37][CH:36]=1.[Cl:61][C:62]1[CH:70]=[CH:69][C:65]([C:66](Cl)=[O:67])=[CH:64][CH:63]=1>>[Cl:61][C:62]1[CH:70]=[CH:69][C:65]([C:66]([NH:34][C:35]2[CH:36]=[CH:37][C:38]([C:41]3[CH:49]=[C:48]4[C:44]([CH2:45][N:46]([CH:51]5[CH2:56][CH2:55][CH2:54][CH:53]([C:57]([O:59][CH3:60])=[O:58])[CH2:52]5)[C:47]4=[O:50])=[CH:43][CH:42]=3)=[CH:39][CH:40]=2)=[O:67])=[CH:64][CH:63]=1. Procedure details: The compound of example 548 was prepared analogous to compound of example 97 by reaction of compound of example 543 with 4-chloro benzoyl chloride. The reactants are CCNCC, CN(C)C=O, Clc1nc2ccccc2n2cnnc12. Yields the product CCN(CC)c1nc2ccccc2n2cnnc12. RXN SMILES: [CH2:15]([CH3:16])[NH:17][CH2:18][CH3:19].[CH3:20][N:21]([CH3:22])[CH:23]=[O:24].[Cl:1][c:2]1[c:3]2[n:4]([c:5]3[cH:6][cH:7][cH:8][cH:9][c:10]3[n:11]1)[cH:12][n:13][n:14]2>>[c:2]1([N:17]([CH2:15][CH3:16])[CH2:18][CH3:19])[c:3]2[n:4]([c:5]3[cH:6][cH:7][cH:8][cH:9][c:10]3[n:11]1)[cH:12][n:13][n:14]2. The reactants are O=C1NN=CC2=C(NC=3C=C(C=C1C23)NC(CCC=2N=CN(C2)C(C2=CC=CC=C2)(C2=CC=CC=C2)C2=CC=CC=C2)=O)C2=CC=CC=C2 (N-(6-Oxo-2-phenyl-5,6-dihydro-1H-[1,2]diazepino[4,5,6-cd]indol-8-yl)-3-(1-trityl-1H-imidazol-4-yl)-propionamide), C(=O)(C(F)(F)F)O (TFA). Solvent: C(Cl)Cl (CH2Cl2). Product: FC(C(=O)O)(F)F.N1C=NC(=C1)CCC(=O)NC=1C=C2C=3C(=C(NC3C1)C1=CC=CC=C1)C=NNC2=O (3-(1H-Imidazol-4-yl)-N-(6-oxo-2-phenyl-5,6-dihydro-1H-[1,2]diazepino[4,5,6-cd]indol-8-yl)-propionamide; compound with trifluoro-acetic acid). Isolated yield 62.0%. RXN SMILES: [O:1]=[C:2]1[C:13]2[C:14]3[C:6](=[C:7]([C:44]4[CH:49]=[CH:48][CH:47]=[CH:46][CH:45]=4)[NH:8][C:9]=3[CH:10]=[C:11]([NH:15][C:16](=[O:43])[CH2:17][CH2:18][C:19]3[N:20]=[CH:21][N:22](C(C4C=CC=CC=4)(C4C=CC=CC=4)C4C=CC=CC=4)[CH:23]=3)[CH:12]=2)[CH:5]=[N:4][NH:3]1.[C:50]([OH:56])([C:52]([F:55])([F:54])[F:53])=[O:51]>C(Cl)Cl>[F:53][C:52]([F:55])([F:54])[C:50]([OH:56])=[O:51].[NH:22]1[CH:23]=[C:19]([CH2:18][CH2:17][C:16]([NH:15][C:11]2[CH:12]=[C:13]3[C:2](=[O:1])[NH:3][N:4]=[CH:5][C:6]4=[C:7]([C:44]5[CH:49]=[CH:48][CH:47]=[CH:46][CH:45]=5)[NH:8][C:9]([CH:10]=2)=[C:14]34)=[O:43])[N:20]=[CH:21]1 |f:3.4|. Reported procedure: Preparation of example 52 from the title compound of Example 51 (32 mg, 0.050 mmol) and 45% TFA in CH2Cl2 (1 mL) was carried out analogously to Example 20. (Deprotection of trityl group was effected using the same conditions as for tert-butoxycarbonyl deprotection.) Isolation, also in an analogous manner, additionally included recrystallization from methanol/ethyl acetate and diethyl ether to afford the title compound (16 mg, 0.031 mmol) as a yellow powder in 62% yield. The reactants are CS(=O)(=O)OC(C#N)CCC#C (2-[(methylsulfonyl)oxy]-5-hexynenitrile), [F-].[K+] (potassium fluoride), C(COCCO)O (diethylene glycol), [OH-].[K+] (potassium hydroxide). The solvent is O (water), O (water). Conditions: temperature 135 celsius, time 2 hour. The product is FC(C(=O)O)CCC#C (2-fluoro-5-hexynoic acid). As a reaction SMILES: CS(O[CH:6]([CH2:9][CH2:10]C#C)[C:7]#N)(=O)=O.[F-:13].[K+].[OH-:15].[K+].C(O)CO[CH2:20][CH2:21][OH:22]>O>[F:13][CH:20]([CH2:7][CH2:6][C:9]#[CH:10])[C:21]([OH:22])=[O:15] |f:1.2,3.4|. Procedure details: A mixture of 2-[(methylsulfonyl)oxy]-5-hexynenitrile (7.7 g, 41.1 mmol) and dry potassium fluoride (3.57 g, 61.4 mmol) in 10 ml of dry diethylene glycol was heated with vigorous stirring, at 135° C. under argon for 2 h. The resulting black reaction mixture was taken into 50 ml of water and extracted with ether (3×25 ml). The combined ether extracts were washed with water and then treated with a solution of potassium hydroxide (2.3 g, 61.4 mmol) in 15 ml of water. The resulting mixture was heated...